Dataset: the Open Reaction Database (ORD), a public repository of structured organic reaction records. Task: describe an organic reaction: reactants, conditions, products, and yield Reactants: COc1ccc(S(=O)(=O)N2CC=CCC(CSc3ccccc3)C2C(=O)O)cc1, COc1ccc(S(=O)(=O)N2CC=CCC(COC(C)=O)C2C(=O)NO)cc1. The product is COc1ccc(S(=O)(=O)N2CC=CCC(CSc3ccccc3)C2C(=O)NO)cc1. As a reaction SMILES: [CH3:1][O:2][c:3]1[cH:4][cH:5][c:6]([S:9](=[O:10])(=[O:11])[N:12]2[CH:13]([C:27](=[O:28])[OH:29])[CH:14]([CH2:19][S:20][c:21]3[cH:22][cH:23][cH:24][cH:25][cH:26]3)[CH2:15][CH:16]=[CH:17][CH2:18]2)[cH:7][cH:8]1.[OH:30][NH:31][C:32]([CH:33]1[CH:34]([CH2:35][O:36][C:37](=[O:38])[CH3:39])[CH2:40][CH:41]=[CH:42][CH2:43][N:44]1[S:45]([c:46]1[cH:47][cH:48][c:49]([O:50][CH3:51])[cH:52][cH:53]1)(=[O:54])=[O:55])=[O:56]>>[CH3:1][O:2][c:3]1[cH:4][cH:5][c:6]([S:9](=[O:10])(=[O:11])[N:12]2[CH:13]([C:27](=[O:29])[NH:31][OH:30])[CH:14]([CH2:19][S:20][c:21]3[cH:22][cH:23][cH:24][cH:25][cH:26]3)[CH2:15][CH:16]=[CH:17][CH2:18]2)[cH:7][cH:8]1. Yields the product C(C)(=O)OC1CCC=2C1=NC=C(C2N2C[C@H](C([C@H](C2)C)(C)O)NC(=O)OC(C)(C)C)N (3-Amino-4-{(3R,5S)-3-[(tert-butoxycarbonyl)amino]-4-hydroxy-4,5-dimethylpiperidin-1-yl}-6,7-dihydro-5H-cyclopenta[b]pyridin-7-yl acetate). The reagents and catalysts are [Fe] (iron). Reported procedure: 4-{(3R,5S)-3-[(tert-Butoxycarbonyl)amino]-4-hydroxy-4,5-dimethylpiperidin-1-yl}-3-nitro-6,7-dihydro-5H-cyclopenta[b]pyridin-7-yl acetate (198 mg, 0.426 mmol) was dissolved in acetic acid (2.8 mL), and iron powder (0.36 g, 6.4 mmol) was added to the solution. Reaction was stirred at room temperature for 2 h. The mixture was diluted with 30 mL of EtOAc, filtered through diatomaceous earth. The filtrate was concentrated under reduced pressure and the resulting residue was dissolved in EtOAc, and ne... Reaction SMILES: [C:1]([O:4][CH:5]1[C:9]2=[N:10][CH:11]=[C:12]([N+:31]([O-])=O)[C:13]([N:14]3[CH2:19][C@H:18]([CH3:20])[C:17]([OH:22])([CH3:21])[C@H:16]([NH:23][C:24]([O:26][C:27]([CH3:30])([CH3:29])[CH3:28])=[O:25])[CH2:15]3)=[C:8]2[CH2:7][CH2:6]1)(=[O:3])[CH3:2]>C(O)(=O)C.CCOC(C)=O.[Fe]>[C:1]([O:4][CH:5]1[C:9]2=[N:10][CH:11]=[C:12]([NH2:31])[C:13]([N:14]3[CH2:19][C@H:18]([CH3:20])[C:17]([OH:22])([CH3:21])[C@H:16]([NH:23][C:24]([O:26][C:27]([CH3:30])([CH3:29])[CH3:28])=[O:25])[CH2:15]3)=[C:8]2[CH2:7][CH2:6]1)(=[O:3])[CH3:2]. Reaction conditions: time 2 hour. Yield: 95.1%. The reactants are C(C)(=O)OC1CCC=2C1=NC=C(C2N2C[C@H](C([C@H](C2)C)(C)O)NC(=O)OC(C)(C)C)[N+](=O)[O-] (4-{(3R,5S)-3-[(tert-Butoxycarbonyl)amino]-4-hydroxy-4,5-dimethylpiperidin-1-yl}-3-nitro-6,7-dihydro-5H-cyclopenta[b]pyridin-7-yl acetate). Run in C(C)(=O)O (acetic acid), CCOC(=O)C (EtOAc). Reactants: COc1cccc(Br)c1, CC(=O)[O-], CC(=O)[O-], C1CCNCC1, Cc1ccccc1C, [Pd+2]. Product: COc1cccc(N2CCCCC2)c1. As a reaction SMILES: [Br:7][c:8]1[cH:9][c:10]([O:14][CH3:15])[cH:11][cH:12][cH:13]1.[C:24]([O-:25])(=[O:26])[CH3:27].[C:29]([O-:30])(=[O:31])[CH3:32].[CH2:1]1[CH2:2][CH2:3][NH:4][CH2:5][CH2:6]1.[CH3:16][c:17]1[c:18]([CH3:19])[cH:20][cH:21][cH:22][cH:23]1.[Pd+2:28]>>[CH2:1]1[CH2:2][CH2:3][N:4]([c:8]2[cH:9][c:10]([O:14][CH3:15])[cH:11][cH:12][cH:13]2)[CH2:5][CH2:6]1.